This data is from the Open Reaction Database (ORD), a public repository of structured organic reaction records. The task is: describe an organic reaction: reactants, conditions, products, and yield Procedure: This compound was prepared by using procedures analogous to those described for the synthesis of Example 54, Step 3 starting from 2-(4-{3-[3-({[(2,2,2-trifluoroethyl)amino]carbonyl}amino)phenyl]imidazo[1,2-b]pyridazin-7-yl}-1H-pyrazol-1-yl)propanoic acid and azetidine-3-carbonitrile hydrochloride (Asta Tech, Inc. and Cat. No. 52028). LCMS (M+H)+: m/z=538.2. RXN SMILES: [F:1][C:2]([F:34])([F:33])[CH2:3][NH:4][C:5]([NH:7][C:8]1[CH:9]=[C:10]([C:14]2[N:18]3[N:19]=[CH:20][C:21]([C:23]4[CH:24]=[N:25][N:26]([CH:28]([CH3:32])[C:29]([OH:31])=O)[CH:27]=4)=[CH:22][C:17]3=[N:16][CH:15]=2)[CH:11]=[CH:12][CH:13]=1)=[O:6].Cl.[NH:36]1[CH2:39][CH:38]([C:40]#[N:41])[CH2:37]1>>[C:40]([CH:38]1[CH2:39][N:36]([C:29](=[O:31])[CH:28]([N:26]2[CH:27]=[C:23]([C:21]3[CH:20]=[N:19][N:18]4[C:14]([C:10]5[CH:9]=[C:8]([NH:7][C:5]([NH:4][CH2:3][C:2]([F:34])([F:33])[F:1])=[O:6])[CH:13]=[CH:12][CH:11]=5)=[CH:15][N:16]=[C:17]4[CH:22]=3)[CH:24]=[N:25]2)[CH3:32])[CH2:37]1)#[N:41] |f:1.2|. Starting materials: FC(CNC(=O)NC=1C=C(C=CC1)C1=CN=C2N1N=CC(=C2)C=2C=NN(C2)C(C(=O)O)C)(F)F (2-(4-{3-[3-({[(2,2,2-trifluoroethyl)amino]carbonyl}amino)phenyl]imidazo[1,2-b]pyridazin-7-yl}-1H-pyrazol-1-yl)propanoic acid), Cl.N1CC(C1)C#N (azetidine-3-carbonitrile hydrochloride). The product is C(#N)C1CN(C1)C(C(C)N1N=CC(=C1)C1=CC=2N(N=C1)C(=CN2)C=2C=C(C=CC2)NC(=O)NCC(F)(F)F)=O (N-[3-(7-{1-[2-(3-Cyanoazetidin-1-yl)-1-methyl-2-oxoethyl]-1H-pyrazol-4-yl}imidazo[1,2-b]pyridazin-3-yl)phenyl]-N′-(2,2,2-trifluoroethyl)urea). As a reaction SMILES: [Br:1][C:2]1[CH:8]=[C:7]([CH3:9])[C:5]([NH2:6])=[C:4]([CH3:10])[CH:3]=1.[F:11][B-:12]([F:15])([F:14])[F:13].[H+].[N:17]([O-])=O.[Na+]>O>[F:11][B-:12]([F:15])([F:14])[F:13].[Br:1][C:2]1[CH:8]=[C:7]([CH3:9])[C:5]([N+:6]#[N:17])=[C:4]([CH3:10])[CH:3]=1 |f:1.2,3.4,6.7|. Starting materials: BrC1=CC(=C(N)C(=C1)C)C (4-bromo-2,6-dimethylaniline), F[B-](F)(F)F.[H+] (tetrafluoroboric acid), N(=O)[O-].[Na+] (sodium nitrite). The solvent is O (water), O (water). Procedure: 21.2 g (0.104 mol) 4-bromo-2,6-dimethylaniline in 58.0 mL (0.444 mol) tetrafluoroboric acid (48% in water) were diluted with water to form a stirrable suspension. 7.18 g (0.104 mol) sodium nitrite, dissolved in water, were slowly added dropwise to the reaction mixture which was cooled to 0° C. After the addition had ended the mixture was stirred for 1 h at RT. The product precipitated as a solid was suction filtered, washed three times with diethyl ether and dried. Yields the product F[B-](F)(F)F.BrC1=CC(=C(C(=C1)C)[N+]#N)C (4-bromo-2,6-dimethylphenyldiazonium tetrafluoroborate). Run at temperature 0 celsius, time 1 hour.